This data is from the Open Reaction Database (ORD), a public repository of structured organic reaction records. The task is: describe an organic reaction: reactants, conditions, products, and yield Starting materials: CC(=O)O, Cc1ccc2c(=O)[nH]ccc2c1[N+](=O)[O-], CN(C)C=O. Product: Cc1ccc2c(=O)[nH]ccc2c1N. RXN SMILES: [CH3:16][C:17](=[O:18])[OH:19].[CH3:1][c:2]1[c:3]([N+:13]([O-:14])=[O:15])[c:4]2[cH:5][cH:6][nH:7][c:8](=[O:12])[c:9]2[cH:10][cH:11]1.[O:20]=[CH:21][N:22]([CH3:23])[CH3:24]>>[CH3:1][c:2]1[c:3]([NH2:13])[c:4]2[cH:5][cH:6][nH:7][c:8](=[O:12])[c:9]2[cH:10][cH:11]1. Reactants: O[C@@H]1[C@@H]([C@]2(CC=3C(OC(C3C)=O)=CC2=CC1)C)C ((4aR*,5R*,6S*)-6-Hydroxy-4a,5,6,7-tetrahydro-3,4a,5-trimethylnaphtho[2,3-b]furan-2(4H)-one), [Se](=O)=O (selenium dioxide). The solvent is O1CCOCC1 (dioxane). Run at temperature 50 celsius, time 2 day. Product: O[C@@H]1[C@@H]([C@]2(CC=3C(OC(C3C)=O)=CC2=C[C@@H]1O)C)C ((4aR*,5R*,6R*,7S*)-6,7-Dihydroxy-4a,5,6,7-tetrahydro-3,4a,5-trimethylnaphtho[2,3-b]furan-2(4H)-one). Yield: 85.8%. As a reaction SMILES: [OH:1][C@H:2]1[CH2:16][CH:15]=[C:14]2[C@:4]([CH3:17])([CH2:5][C:6]3[C:7](=[CH:13]2)[O:8][C:9](=[O:12])[C:10]=3[CH3:11])[C@H:3]1[CH3:18].[Se](=O)=[O:20]>O1CCOCC1>[OH:1][C@H:2]1[C@@H:16]([OH:20])[CH:15]=[C:14]2[C@:4]([CH3:17])([CH2:5][C:6]3[C:7](=[CH:13]2)[O:8][C:9](=[O:12])[C:10]=3[CH3:11])[C@H:3]1[CH3:18]. Procedure: The compound prepared in Example B1 (5 mg, 0.02 mmol) was dissolved in dioxane (1 ml), selenium dioxide (22 mg, 0.20 mmol) was added thereto, and the mixture was stirred at 50° C. for 2 days. The reaction solution was filtered, and the solvent was removed by distillation under reduced pressure. The residue was purified by preparative TLC (hexane:ethyl acetate=1:1) to give the title compound (4.5 mg, 86%).